From a dataset of the Open Reaction Database (ORD), a public repository of structured organic reaction records. describe an organic reaction: reactants, conditions, products, and yield The reactants are NCCCN (1,3-diaminopropane), COC1=CC=C(C=2C(C3=CC=CC=C3C(C12)=O)=O)OC (1,4 dimethoxyanthraquinone). Product: NCCCNC1=CC=C(C=2C(C3=CC=CC=C3C(C12)=O)=O)OC (1-(3-aminopropylamino)-4-methoxyanthracene-9,10-dione). RXN SMILES: [NH2:1][CH2:2][CH2:3][CH2:4][NH2:5].[CH3:6][O:7][C:8]1[C:21]2[C:20](=[O:22])[C:19]3[C:14](=[CH:15][CH:16]=[CH:17][CH:18]=3)[C:13](=[O:23])[C:12]=2[C:11](OC)=[CH:10][CH:9]=1>C(Cl)Cl>[NH2:1][CH2:2][CH2:3][CH2:4][NH:5][C:11]1[C:12]2[C:13](=[O:23])[C:14]3[C:19](=[CH:18][CH:17]=[CH:16][CH:15]=3)[C:20](=[O:22])[C:21]=2[C:8]([O:7][CH3:6])=[CH:9][CH:10]=1. Procedure: A solution of 1,3-diaminopropane (2.07 g, 28 mmol) and 1,4 dimethoxyanthraquinone (1.50 g, 5.6 mmol) in freshly distilled CH2Cl2 (1.5 l) was fitted with a reflux condenser, and irradiated with a sunlamp for 6 h. The solvent was distilled and the crude mixture was dried in vacuo overnight. The crude product was triturated with warm petroleum ether to remove excess amine. Chromatography (silica gel CCl4 and CH2Cl2, 1:1) was performed by slowly increasing the polarity of the solvent to CH2Cl2 to re... The solvent is C(Cl)Cl (CH2Cl2). The reactants are C1(=C(C=CC=C1)CN1C(=C(C2=CC(=CC=C12)OC)CC(=O)N)C)C1=CC=CC=C1 (1-([1,1′-biphenyl]-2-ylmethyl)-5-methoxy-2-methyl-1H-indole-3-acetamide), B(Br)(Br)Br.C(Cl)Cl (BBr3 methylene chloride). Run in C(Cl)Cl (methylene chloride). Yields the product C1(=C(C=CC=C1)CN1C(=C(C2=CC(=CC=C12)O)CC(=O)N)C)C1=CC=CC=C1 (1-([1,1′-biphenyl]-2-ylmethyl)-5-hydroxy-2-methyl-1H-indole-3-acetamide). Isolated yield 83.0%. Reaction SMILES: [C:1]1([C:24]2[CH:29]=[CH:28][CH:27]=[CH:26][CH:25]=2)[CH:6]=[CH:5][CH:4]=[CH:3][C:2]=1[CH2:7][N:8]1[C:16]2[C:11](=[CH:12][C:13]([O:17]C)=[CH:14][CH:15]=2)[C:10]([CH2:19][C:20]([NH2:22])=[O:21])=[C:9]1[CH3:23].B(Br)(Br)Br.C(Cl)Cl>C(Cl)Cl>[C:1]1([C:24]2[CH:29]=[CH:28][CH:27]=[CH:26][CH:25]=2)[CH:6]=[CH:5][CH:4]=[CH:3][C:2]=1[CH2:7][N:8]1[C:16]2[C:11](=[CH:12][C:13]([OH:17])=[CH:14][CH:15]=2)[C:10]([CH2:19][C:20]([NH2:22])=[O:21])=[C:9]1[CH3:23] |f:1.2|. Procedure details: A solution of 369 mg (0.96 mmol) of 1-([1,1′-biphenyl]-2-ylmethyl)-5-methoxy-2-methyl-1H-indole-3-acetamide and 4 mL of 1M BBr3/methylene chloride in 20 mL of methylene chloride was stirred for 6 hours. The mixture was concentrated at reduced pressure, the residue dissolved in ethyl acetate, washed with water, brine and dried (MgSO4). After concentrating at reduced pressure, the residue was chromatographed on silica gel and eluted with EtOAc to give 295 mg (85% yield) of 1-([1,1′-biphenyl]-2-ylm... Starting materials: Cc1cc(Br)cc(Cl)c1OCc1ccccc1, [Li]CCCC, COB(OC)OC, Cl, C1CCOC1. Product: Cc1cc(O)cc(Cl)c1OCc1ccccc1. As a reaction SMILES: [Br:1][c:2]1[cH:3][c:4]([CH3:17])[c:5]([O:9][CH2:10][c:11]2[cH:12][cH:13][cH:14][cH:15][cH:16]2)[c:6]([Cl:8])[cH:7]1.[CH2:18]([Li:19])[CH2:20][CH2:21][CH3:22].[CH3:23][O:24][B:25]([O:26][CH3:27])[O:28][CH3:29].[ClH:30].[O:31]1[CH2:32][CH2:33][CH2:34][CH2:35]1>>[c:2]1([OH:24])[cH:3][c:4]([CH3:17])[c:5]([O:9][CH2:10][c:11]2[cH:12][cH:13][cH:14][cH:15][cH:16]2)[c:6]([Cl:8])[cH:7]1. Starting materials: O (water), ClC1=C(C(=CC(=C1)Cl)Cl)N1N=C(CC1=O)NC1=C(C=CC(=C1)NC(CCCCCCCCCCCCC)=O)Cl (1-(2,4,6-trichlorophenyl)-3-(2-chloro-5-tetradecanamidoanilino)-5-oxo-2-pyrazoline), Cl.C(C1=CC=CC=C1)SSC(N)=N (S-benzylthioisothiourea hydrochloride), C([O-])([O-])=O.[K+].[K+] (potassium carbonate). Solvent: C(C)O (ethanol). Conditions: time 3 hour. Yields the product ClC1=C(C(=CC(=C1)Cl)Cl)N1N=C(C(C1=O)SCC1=CC=CC=C1)NC1=C(C=CC(=C1)NC(CCCCCCCCCCCCC)=O)Cl (1-(2,4,6-trichlorophenyl)-3-(2-chloro-5-tetradecanamidoanilino)-4-benzylthio-5-oxo-2-pyrazoline). Reaction SMILES: [Cl:1][C:2]1[CH:7]=[C:6]([Cl:8])[CH:5]=[C:4]([Cl:9])[C:3]=1[N:10]1[C:14](=[O:15])[CH2:13][C:12]([NH:16][C:17]2[CH:22]=[C:21]([NH:23][C:24](=[O:38])[CH2:25][CH2:26][CH2:27][CH2:28][CH2:29][CH2:30][CH2:31][CH2:32][CH2:33][CH2:34][CH2:35][CH2:36][CH3:37])[CH:20]=[CH:19][C:18]=2[Cl:39])=[N:11]1.C(=O)([O-])[O-].[K+].[K+].Cl.[CH2:47]([S:54]SC(=N)N)[C:48]1[CH:53]=[CH:52][CH:51]=[CH:50][CH:49]=1.O>C(O)C>[Cl:9][C:4]1[CH:5]=[C:6]([Cl:8])[CH:7]=[C:2]([Cl:1])[C:3]=1[N:10]1[C:14](=[O:15])[CH:13]([S:54][CH2:47][C:48]2[CH:53]=[CH:52][CH:51]=[CH:50][CH:49]=2)[C:12]([NH:16][C:17]2[CH:22]=[C:21]([NH:23][C:24](=[O:38])[CH2:25][CH2:26][CH2:27][CH2:28][CH2:29][CH2:30][CH2:31][CH2:32][CH2:33][CH2:34][CH2:35][CH2:36][CH3:37])[CH:20]=[CH:19][C:18]=2[Cl:39])=[N:11]1 |f:1.2.3,4.5|. Reported procedure: 1-(2,4,6-trichlorophenyl)-3-(2-chloro-5-tetradecanamidoanilino)-5-oxo-2-pyrazoline (21.4 g) was dissolved in 80% ethanol (ratio by volume of water:20%), and 2.42 g of anhydrous potassium carbonate was added thereto. The solution was refluxed with heating. 8.2 g of S-benzylthioisothiourea hydrochloride was added to the solution and the solution was vigorously stirred for 3 hours. After confirming the conclusion of the reaction by thin film chromatography, the reaction container was cooled with wa... The reactants are Cc1[nH]c(C=O)c(C)c1C(=O)O, CN1CCN(CCCN)CC1. Product: Cc1[nH]c(C=O)c(C)c1C(=O)NCCCN1CCN(C)CC1. Reaction SMILES: [CH:1](=[O:2])[c:3]1[c:4]([CH3:12])[c:5]([C:9](=[O:10])[OH:11])[c:6]([CH3:8])[nH:7]1.[NH2:13][CH2:14][CH2:15][CH2:16][N:17]1[CH2:18][CH2:19][N:20]([CH3:23])[CH2:21][CH2:22]1>>[CH:1](=[O:2])[c:3]1[c:4]([CH3:12])[c:5]([C:9](=[O:11])[NH:13][CH2:14][CH2:15][CH2:16][N:17]2[CH2:18][CH2:19][N:20]([CH3:23])[CH2:21][CH2:22]2)[c:6]([CH3:8])[nH:7]1.